This data is from the Open Reaction Database (ORD), a public repository of structured organic reaction records. The task is: describe an organic reaction: reactants, conditions, products, and yield Reactants: CN(CCCC1=C(NC=2CCCCC12)C=O)C (3-(3-dimethylamino-propyl)-4,5,6,7-tetrahydro-1H-indole-2-carbaldehyde), N1CCOCC1 (morpholine). The product is N1(CCOCC1)CCCC1=C(NC=2CCCCC12)C=O (3-(3-Morpholin-4-yl-propyl)-4,5,6,7-tetrahydro-1H-indole-2-carbaldehyde). Reaction SMILES: [CH3:1][N:2]([CH3:17])[CH2:3][CH2:4][CH2:5][C:6]1[C:14]2[CH2:13][CH2:12][CH2:11][CH2:10][C:9]=2[NH:8][C:7]=1[CH:15]=[O:16].N1C[CH2:22][O:21][CH2:20]C1>>[N:2]1([CH2:3][CH2:4][CH2:5][C:6]2[C:14]3[CH2:13][CH2:12][CH2:11][CH2:10][C:9]=3[NH:8][C:7]=2[CH:15]=[O:16])[CH2:1][CH2:22][O:21][CH2:20][CH2:17]1. Procedure: 3-(3-Morpholin-4-yl-propyl)-4,5,6,7-tetrahydro-1H-indole-2-carbaldehyde was prepared utilizing the procedure described for 3-(3-dimethylamino-propyl)-4,5,6,7-tetrahydro-1H-indole-2-carbaldehyde (Example 1) but substituting dimethylamine with morpholine. Reactants: O=C([O-])[O-], CCI, [K+], [K+], CN(C)C=O, O, Oc1ccc(Br)cc1Cl. Yields the product CCOc1ccc(Br)cc1Cl. RXN SMILES: [C:10](=[O:11])([O-:12])[O-:13].[CH2:16]([CH3:17])[I:18].[K+:14].[K+:15].[O:20]=[CH:21][N:22]([CH3:23])[CH3:24].[OH2:19].[OH:1][c:2]1[cH:3][cH:4][c:5]([Br:6])[cH:7][c:8]1[Cl:9]>>[O:1]([c:2]1[cH:3][cH:4][c:5]([Br:6])[cH:7][c:8]1[Cl:9])[CH2:16][CH3:17]. The reactants are C(=O)N([C@H]([C@H](C(=O)O)CC(C)C)C)OC1OCCCC1 ((2R,3S)-3-(formyl-2-tetrahydropyranyloxyamino)-2-(2-methyl-1-propyl)butanoic acid), C(#N)P(OCC)(OCC)=O (diethyl cyanophosphonate), Cl.S1C(=NC=C1)NC([C@H]([C@@H](CCNCN=N[N+](=O)[O-])C)N)=O ((2S,3R)-2-Amino-3-methyl-5-(nitroimino-amino)methylaminopentanoic acid 1,3-thiazol-2-ylamide hydrochloride), CN1CCOCC1 (NMM), CN1CCOCC1 (NMM), [Cl-].[Na+] (sodium chloride). Solvent: CN(C)C=O (DMF). Run at temperature 40 celsius, time 30 minute. Yields the product C[C@@H]([C@@H](C(NC=1SC=CN1)=O)NC([C@@H]([C@H](C)N(OC1OCCCC1)C=O)CC(C)C)=O)CCNCN=N[N+](=O)[O-] ((2R,3S)-3-(formyl-tetrahydropyranyloxyamino)-2-(2-methyl-1-propyl)butanoic acid [(1S,2R)-2-methyl-4-(nitroimino-amino)methylamino-1-(1,3-thiazol-2-ylcarbamoyl)-1-butyl]amide). The yield is 50.3%. As a reaction SMILES: [CH:1]([N:3]([O:14][CH:15]1[CH2:20][CH2:19][CH2:18][CH2:17][O:16]1)[C@@H:4]([CH3:13])[C@@H:5]([CH2:9][CH:10]([CH3:12])[CH3:11])[C:6]([OH:8])=O)=[O:2].C(P(=O)(OCC)OCC)#N.CN1CCOCC1.Cl.[S:39]1[CH:43]=[CH:42][N:41]=[C:40]1[NH:44][C:45](=[O:59])[C@@H:46]([NH2:58])[C@H:47]([CH3:57])[CH2:48][CH2:49][NH:50][CH2:51][N:52]=[N:53][N+:54]([O-:56])=[O:55].[Cl-].[Na+]>CN(C=O)C>[CH3:57][C@H:47]([CH2:48][CH2:49][NH:50][CH2:51][N:52]=[N:53][N+:54]([O-:56])=[O:55])[C@H:46]([NH:58][C:6](=[O:8])[C@H:5]([CH2:9][CH:10]([CH3:12])[CH3:11])[C@@H:4]([N:3]([CH:1]=[O:2])[O:14][CH:15]1[CH2:20][CH2:19][CH2:18][CH2:17][O:16]1)[CH3:13])[C:45](=[O:59])[NH:44][C:40]1[S:39][CH:43]=[CH:42][N:41]=1 |f:3.4,5.6|. Procedure details: To a 0° C. solution of (2R,3S)-3-(formyl-2-tetrahydropyranyloxyamino)-2-(2-methyl-1-propyl)butanoic acid (34 mg, 0.12 mmol) in 1 mL anhydrous DMF is added diethyl cyanophosphonate (19 mg, 0.119 mmol) followed by NMM (12 mg). Stirring is continued for 30 min at 0° C. (2S,3R)-2-Amino-3-methyl-5-(nitroimino-amino)methylaminopentanoic acid 1,3-thiazol-2-ylamide hydrochloride (42 mg, 0.119 mmol) is added followed by additional NMM (36 mg). The mixture is heated at 40° C. for 16 h then allowed to cool... Reactants: O=C([O-])O, COCCOC, O=Cc1ccc(B(O)O)cc1, COc1cc(Nc2c(C#N)cnc3cc(I)sc23)cc(OC)c1OC, [Na+], O, c1ccc(P(c2ccccc2)(c2ccccc2)[Pd](P(c2ccccc2)(c2ccccc2)c2ccccc2)(P(c2ccccc2)(c2ccccc2)c2ccccc2)P(c2ccccc2)(c2ccccc2)c2ccccc2)cc1. Product: COc1cc(Nc2c(C#N)cnc3cc(-c4ccc(C=O)cc4)sc23)cc(OC)c1OC. RXN SMILES: [C:38](=[O:39])([OH:40])[O-:41].[CH3:43][O:44][CH2:45][CH2:46][O:47][CH3:48].[CH:26](=[O:27])[c:28]1[cH:29][cH:30][c:31]([B:34]([OH:35])[OH:36])[cH:32][cH:33]1.[I:1][c:2]1[cH:3][c:4]2[n:5][cH:6][c:7]([C:24]#[N:25])[c:8]([NH:11][c:12]3[cH:13][c:14]([O:22][CH3:23])[c:15]([O:20][CH3:21])[c:16]([O:18][CH3:19])[cH:17]3)[c:9]2[s:10]1.[Na+:42].[OH2:37].[cH:49]1[cH:50][cH:51][c:52]([P:53]([Pd:54]([P:55]([c:56]2[cH:57][cH:58][cH:59][cH:60][cH:61]2)([c:62]2[cH:63][cH:64][cH:65][cH:66][cH:67]2)[c:68]2[cH:69][cH:70][cH:71][cH:72][cH:73]2)([P:74]([c:75]2[cH:76][cH:77][cH:78][cH:79][cH:80]2)([c:81]2[cH:82][cH:83][cH:84][cH:85][cH:86]2)[c:87]2[cH:88][cH:89][cH:90][cH:91][cH:92]2)[P:93]([c:94]2[cH:95][cH:96][cH:97][cH:98][cH:99]2)([c:100]2[cH:101][cH:102][cH:103][cH:104][cH:105]2)[c:106]2[cH:107][cH:108][cH:109][cH:110][cH:111]2)([c:112]2[cH:113][cH:114][cH:115][cH:116][cH:117]2)[c:118]2[cH:119][cH:120][cH:121][cH:122][cH:123]2)[cH:124][cH:125]1>>[c:2]1(-[c:31]2[cH:30][cH:29][c:28]([CH:26]=[O:27])[cH:33][cH:32]2)[cH:3][c:4]2[n:5][cH:6][c:7]([C:24]#[N:25])[c:8]([NH:11][c:12]3[cH:13][c:14]([O:22][CH3:23])[c:15]([O:20][CH3:21])[c:16]([O:18][CH3:19])[cH:17]3)[c:9]2[s:10]1. The reactants are C(C1=CC=CC=C1)OC(=O)Cl (benzyloxycarbonyl chloride), NC(CCSC)C(=O)N (DL-methionine amide), CC(C)(C)OC (MTBE), [OH-].[Na+] (sodium hydroxide). Solvent: O (water). Conditions: time 30 minute. Product: C(C1=CC=CC=C1)OC(=O)NC(CCSC)C(=O)N (Nαbenzyloxycarbonyl-DL-methionine amide). The yield is 69.0%. As a reaction SMILES: [CH2:1]([O:8][C:9](Cl)=[O:10])[C:2]1[CH:7]=[CH:6][CH:5]=[CH:4][CH:3]=1.[NH2:12][CH:13]([C:18]([NH2:20])=[O:19])[CH2:14][CH2:15][S:16][CH3:17].[OH-].[Na+].CC(OC)(C)C>O>[CH2:1]([O:8][C:9]([NH:12][CH:13]([C:18]([NH2:20])=[O:19])[CH2:14][CH2:15][S:16][CH3:17])=[O:10])[C:2]1[CH:7]=[CH:6][CH:5]=[CH:4][CH:3]=1 |f:2.3|. Procedure details: 51 ml benzyloxycarbonyl chloride was dripped into a solution of 50 g (0.34 mole) DL-methionine amide in 200 ml water at 5-20° C., during which the pH was maintained at 7-9 with sodium hydroxide solution. A slimy precipitate formed immediately which became finely crystalline upon the addition of 200 ml MTBE. After the end of the addition the mixture was agitated 30 min further at room temperature. The precipitated, colorless crystals were then filtered off, washed with a little MTBE and recrystal... Procedure details: The title compound, white solid (30 mg, 41%), MS (ISP) m/z=371.3 [(M+H)+], mp 157° C., was prepared in accordance with the general method of example 6 from 4-[2-(4-furo[2,3-c]pyridin-7-yl-piperazin-1-yl)-ethyl]-cyclohexylamine trihydrochloride (intermediate C) (88 mg, 0.2 mmol) and acetic acid. Starting materials: solid, Cl.Cl.Cl.O1C=CC=2C1=C(N=CC2)N2CCN(CC2)CCC2CCC(CC2)N (4-[2-(4-furo[2,3-c]pyridin-7-yl-piperazin-1-yl)-ethyl]-cyclohexylamine trihydrochloride), Cl.Cl.Cl.O1C=CC=2C1=C(N=CC2)N2CCN(CC2)CCC2CCC(CC2)N (4-[2-(4-furo[2,3-c]pyridin-7-yl-piperazin-1-yl)-ethyl]-cyclohexylamine trihydrochloride), C(C)(=O)O (acetic acid). Product: O1C=CC=2C1=C(N=CC2)N2CCN(CC2)CC[C@@H]2CC[C@H](CC2)NC(C)=O (trans-N-{4-[2-(4-Furo[2,3-c]pyridin-7-yl-piperazin-1-yl)-ethyl]-cyclohexyl}-acetamide). As a reaction SMILES: Cl.Cl.Cl.[O:4]1[C:8]2=[C:9]([N:13]3[CH2:18][CH2:17][N:16]([CH2:19][CH2:20][CH:21]4[CH2:26][CH2:25][CH:24]([NH2:27])[CH2:23][CH2:22]4)[CH2:15][CH2:14]3)[N:10]=[CH:11][CH:12]=[C:7]2[CH:6]=[CH:5]1.[C:28](O)(=[O:30])[CH3:29]>>[O:4]1[C:8]2=[C:9]([N:13]3[CH2:18][CH2:17][N:16]([CH2:19][CH2:20][C@H:21]4[CH2:26][CH2:25][C@H:24]([NH:27][C:28](=[O:30])[CH3:29])[CH2:23][CH2:22]4)[CH2:15][CH2:14]3)[N:10]=[CH:11][CH:12]=[C:7]2[CH:6]=[CH:5]1 |f:0.1.2.3|. The reactants are Cl.N1CC(C1)OC=1C=CC(=NC1)C(=O)NC1=CC=C(C=C1)NC(=O)NC1=NOC(=C1)C(C)(C)C (5-(azetidin-3-yloxy)-N-(4-(3-(5-tert-butylisoxazol-3-yl)ureido)phenyl)picolinamide hydrochloride), Cl.FCC(CF)(C)C1=CC(=NO1)NC(NC1=CC=C(C=C1)NC(C1=NC=C(C=C1)OC1CCNCC1)=O)=O (N-(4-(3-(5-(1,3-difluoro-2-methylpropan-2-yl)isoxazol-3-yl)ureido)phenyl)-5-(piperidin-4-yloxy)picolinamide hydrochloride). The product is C(C)(C)(C)C1=CC(=NO1)NC(NC1=CC=C(C=C1)NC(C1=NC=C(C=C1)OC1CN(C1)C(C)C)=O)=O (N-(4-(3-(5-tert-Butylisoxazol-3-yl)ureido)phenyl)-5-(1-isopropylazetidin-3-yloxy)picolinamide). Yield: 19.0%. RXN SMILES: Cl.[NH:2]1[CH2:5][CH:4]([O:6][C:7]2[CH:8]=[CH:9][C:10]([C:13]([NH:15][C:16]3[CH:21]=[CH:20][C:19]([NH:22][C:23]([NH:25][C:26]4[CH:30]=[C:29]([C:31]([CH3:34])([CH3:33])[CH3:32])[O:28][N:27]=4)=[O:24])=[CH:18][CH:17]=3)=[O:14])=[N:11][CH:12]=2)[CH2:3]1.Cl.F[CH2:37][C:38](C1ON=C(NC(=O)NC2C=CC(NC(=O)C3C=CC(OC4CCNCC4)=CN=3)=CC=2)C=1)(C)[CH2:39]F>>[C:31]([C:29]1[O:28][N:27]=[C:26]([NH:25][C:23](=[O:24])[NH:22][C:19]2[CH:18]=[CH:17][C:16]([NH:15][C:13](=[O:14])[C:10]3[CH:9]=[CH:8][C:7]([O:6][CH:4]4[CH2:5][N:2]([CH:38]([CH3:39])[CH3:37])[CH2:3]4)=[CH:12][N:11]=3)=[CH:21][CH:20]=2)[CH:30]=1)([CH3:34])([CH3:33])[CH3:32] |f:0.1,2.3|. Reported procedure: N-(4-(3-(5-tert-Butylisoxazol-3-yl)ureido)phenyl)-5-(1-isopropylazetidin-3-yloxy)picolinamide (25 mg, 19%) was prepared as an off-white powder using a procedure analogous to that described in Example 20, substituting 5-(azetidin-3-yloxy)-N-(4-(3-(5-tert-butylisoxazol-3-yl)ureido)phenyl)picolinamide hydrochloride from Step 2 of this example for N-(4-(3-(5-(1,3-difluoro-2-methylpropan-2-yl)isoxazol-3-yl)ureido)phenyl)-5-(piperidin-4-yloxy)picolinamide hydrochloride used in Example 20. LC-MS (ESI) ... As a reaction SMILES: C[O:2][CH:3](OC)[C:4]1[CH:5]=[C:6]([C:13]([C:15]2[CH:20]=[CH:19][CH:18]=[CH:17][CH:16]=2)=[O:14])[CH:7]=[CH:8][C:9]=1[N+:10]([O-:12])=[O:11].Cl>CCl>[C:13]([C:6]1[CH:7]=[CH:8][C:9]([N+:10]([O-:12])=[O:11])=[C:4]([CH:5]=1)[CH:3]=[O:2])(=[O:14])[C:15]1[CH:16]=[CH:17][CH:18]=[CH:19][CH:20]=1. Yields the product C(C1=CC=CC=C1)(=O)C=1C=CC(=C(C=O)C1)[N+](=O)[O-] (5-Benzoyl-2-nitro-benzaldehyde). Reported procedure: A mixture of (3-dimethoxymethyl-4-nitro-phenyl)-phenyl-methanone (0.0659 mol) and 5N HCl (40 mL) in CH3Cl (80 mL) was stirred at room temperature overnight. Then the mixture was refluxed for 4 h. After cooling, the organic layer was separated. The organic layer was alkalized by adding dropwise NH4OH. The organic layer was washed with water, dried (MgSO4) and evaporated. The residue (14.6 g) was crystallized from diisopropyl ether/EtOAc (50 mL:20 mL). The precipitate was filtered off, washed with... Starting materials: COC(C=1C=C(C=CC1[N+](=O)[O-])C(=O)C1=CC=CC=C1)OC ((3-dimethoxymethyl-4-nitro-phenyl)-phenyl-methanone), Cl (HCl). The solvent is CCl (CH3Cl). Reaction conditions: time 8 hour. Reactants: ice water, C(C1=CC=CC=C1)OC(=O)N1CCC(CC1)CCCCCO (5-(1-benzyloxycarbonyl-4-piperidyl)pentanol), N1=CC=CC=C1 (pyridine), S(=O)(=O)(C1=CC=C(C)C=C1)Cl (tosyl chloride). The solvent is C(C)(=O)OCC (ethyl acetate). Yields the product C1(=CC=C(C=C1)S(=O)(=O)OCCCCCC1CCN(CC1)C(=O)OCC1=CC=CC=C1)C (5-(1-benzyloxycarbonyl-4-piperidyl)pentyl p-toluenesulfonate). The yield is 66.5%. As a reaction SMILES: [CH2:1]([O:8][C:9]([N:11]1[CH2:16][CH2:15][CH:14]([CH2:17][CH2:18][CH2:19][CH2:20][CH2:21][OH:22])[CH2:13][CH2:12]1)=[O:10])[C:2]1[CH:7]=[CH:6][CH:5]=[CH:4][CH:3]=1.N1C=CC=CC=1.[S:29](Cl)([C:32]1[CH:38]=[CH:37][C:35]([CH3:36])=[CH:34][CH:33]=1)(=[O:31])=[O:30]>C(OCC)(=O)C>[C:35]1([CH3:36])[CH:37]=[CH:38][C:32]([S:29]([O:22][CH2:21][CH2:20][CH2:19][CH2:18][CH2:17][CH:14]2[CH2:15][CH2:16][N:11]([C:9]([O:8][CH2:1][C:2]3[CH:7]=[CH:6][CH:5]=[CH:4][CH:3]=3)=[O:10])[CH2:12][CH2:13]2)(=[O:31])=[O:30])=[CH:33][CH:34]=1. Reported procedure: To a chilled mixture of 5-(1-benzyloxycarbonyl-4-piperidyl)pentanol (18 g) and pyridine (150 ml) is added portionwise tosyl chloride (14.6 g) for 30 minutes with stirring. After stirring for further 1 hour at ice-bath temperature, ice water (2 ml) is added dropwise and the resulting mixture is dissolved in ethyl acetate (500 ml). This solution is washed successively with 2N hydrochloric acid (500 ml), 1N hydrochloric acid (500 ml×2), sodium bicarbonate solution and water. The organic layer is dr... Reactants: CCOC(=O)c1ccc(NCc2ccc(Cl)cc2)cc1, CCOC(=O)Cl, O, c1ccncc1. Yields the product CCOC(=O)c1ccc(N(Cc2ccc(Cl)cc2)C(=O)OCC)cc1. Reaction SMILES: [Cl:1][c:2]1[cH:3][cH:4][c:5]([CH2:6][NH:7][c:8]2[cH:9][cH:10][c:11]([C:12](=[O:13])[O:14][CH2:15][CH3:16])[cH:17][cH:18]2)[cH:19][cH:20]1.[Cl:21][C:22](=[O:23])[O:24][CH2:25][CH3:26].[OH2:27].[cH:28]1[cH:29][cH:30][n:31][cH:32][cH:33]1>>[Cl:1][c:2]1[cH:3][cH:4][c:5]([CH2:6][N:7]([c:8]2[cH:9][cH:10][c:11]([C:12](=[O:13])[O:14][CH2:15][CH3:16])[cH:17][cH:18]2)[C:22](=[O:23])[O:24][CH2:25][CH3:26])[cH:19][cH:20]1.